Dataset: the Open Reaction Database (ORD), a public repository of structured organic reaction records. Task: describe an organic reaction: reactants, conditions, products, and yield The reactants are FC(C(=O)O)(F)F (Trifluoroacetic acid), C(C1=CC=CC=C1)OC1=CC=C(COCC2(CN3C(O2)=NC(=C3)[N+](=O)[O-])C)C=C1 (2-({[4-(benzyloxy)benzyl]oxy}methyl)-2-methyl-6-nitro-2,3-dihydroimidazo[2,1-b][1,3]oxazole), C1(=CC=CC=C1)OC (anisole). The solvent is C(Cl)Cl (CH2Cl2). Conditions: time 4 hour. The product is CC1(CN2C(O1)=NC(=C2)[N+](=O)[O-])CO ((2-methyl-6-nitro-2,3-dihydroimidazo[2,1-b][1,3]oxazol-2-yl)methanol). Reaction SMILES: FC(F)(F)C(O)=O.C(OC1C=CC(C[O:21][CH2:22][C:23]2([CH3:34])[O:27][C:26]3=[N:28][C:29]([N+:31]([O-:33])=[O:32])=[CH:30][N:25]3[CH2:24]2)=CC=1)C1C=CC=CC=1.C1(OC)C=CC=CC=1>C(Cl)Cl>[CH3:34][C:23]1([CH2:22][OH:21])[O:27][C:26]2=[N:28][C:29]([N+:31]([O-:33])=[O:32])=[CH:30][N:25]2[CH2:24]1. Procedure: Trifluoroacetic acid (25.4 mL, 0.342 mol) was added dropwise to a stirred mixture of 2-({[4-(benzyloxy)benzyl]oxy}methyl)-2-methyl-6-nitro-2,3-dihydroimidazo[2,1-b][1,3]oxazole (26) (see Example 2Z) (2.53 g, 6.40 mmol) and anisole (7.0 mL, 64 mmol) in CH2Cl2 (100 mL) (water bath cooling). After stirring at room temperature for 4 h, the solvents were removed by blowing under a stream of N2. The oily residue was treated with excess solid NaHCO3, then diluted with 15% MeOH/CH2Cl2 (100 mL), and the ... Starting materials: C1(=CC=CC=C1)N=C=O (Phenylisocyanate), C(C)N(CCOC1=CC=C(C=C1)NC1=NN(CC1)C1=CC=CC=C1)CC (N-[4-(2-diethylaminoethoxy)phenyl]-4,5-dihydro-1-phenyl-1H-pyrazol-3-amine). The solvent is O1CCCC1 (tetrahydrofuran). Product: C(C)N(CCOC1=CC=C(C=C1)N(C(=O)NC1=CC=CC=C1)C1=NN(CC1)C1=CC=CC=C1)CC (N-[4-(2-diethylaminoethoxy)phenyl]-N-[4,5-dihydro-1-phenyl-1H-pyrazol-3-yl]-N'-phenylurea). RXN SMILES: [C:1]1([N:7]=[C:8]=[O:9])[CH:6]=[CH:5][CH:4]=[CH:3][CH:2]=1.[CH2:10]([N:12]([CH2:34][CH3:35])[CH2:13][CH2:14][O:15][C:16]1[CH:21]=[CH:20][C:19]([NH:22][C:23]2[CH2:27][CH2:26][N:25]([C:28]3[CH:33]=[CH:32][CH:31]=[CH:30][CH:29]=3)[N:24]=2)=[CH:18][CH:17]=1)[CH3:11]>O1CCCC1>[CH2:34]([N:12]([CH2:10][CH3:11])[CH2:13][CH2:14][O:15][C:16]1[CH:17]=[CH:18][C:19]([N:22]([C:23]2[CH2:27][CH2:26][N:25]([C:28]3[CH:33]=[CH:32][CH:31]=[CH:30][CH:29]=3)[N:24]=2)[C:8]([NH:7][C:1]2[CH:6]=[CH:5][CH:4]=[CH:3][CH:2]=2)=[O:9])=[CH:20][CH:21]=1)[CH3:35]. Procedure: Phenylisocyanate (1.05 ml) was added dropwise to a solution of N-[4-(2-diethylaminoethoxy)phenyl]-4,5-dihydro-1-phenyl-1H-pyrazol-3-amine (2.4 g) in tetrahydrofuran (30 ml) and the solution heated to reflux for 4 hours. After cooling the solvent was removed and water added to the residue, which was then extracted with ether. The combined ether layer was washed with water and dried. Solvent was removed to give a solid which was recrystallised from ethyl acetate and petroleum ether to give the tit... Reactants: C=1C=CC(=CC1)[C@@H]2[C@H](O2)C=3C=CC=CC3 (trans-stilbene oxide), C(C)(C)OCCCN (3-isopropoxy-1-propylamine), O (water). The solvent is CC(=O)C (acetone). Run at temperature 140 celsius, time 18 hour. Yields the product CC(C)OCCCNC(C(O)C1=CC=CC=C1)C1=CC=CC=C1 (β-[[3-(1-Methylethoxy)propyl]amino]-α-phenylbenzeneethanol). The yield is 66.4%. RXN SMILES: [CH:1]1[CH:2]=[CH:3][C:4]([C@H:7]2[O:9][C@@H:8]2[C:10]2[CH:11]=[CH:12][CH:13]=[CH:14][CH:15]=2)=[CH:5][CH:6]=1.[CH:16]([O:19][CH2:20][CH2:21][CH2:22][NH2:23])([CH3:18])[CH3:17].O>CC(C)=O>[CH3:17][CH:16]([O:19][CH2:20][CH2:21][CH2:22][NH:23][CH:7]([C:4]1[CH:3]=[CH:2][CH:1]=[CH:6][CH:5]=1)[CH:8]([C:10]1[CH:11]=[CH:12][CH:13]=[CH:14][CH:15]=1)[OH:9])[CH3:18]. Reported procedure: A mixture of trans-stilbene oxide (1.96 g, 0.010 mole) and 3-isopropoxy-1-propylamine (3.51 g, 0.030 mole) was heated at 140° C. for 5 hrs. After standing at ambient temperature for 18 hrs the mixture was dissolved in acetone (20 ml) and the solution poured into water (120 ml). A solid formed rapidly and was collected by filtration and dried at ambient temperature. The solid (2.80 g, 89%) was recrystallized from toluene-isooctone to yield 2.08 g of a fluffy white solid, m.p. 106°-108° C. Starting materials: FC1=C(OC2=NC=C(C(=N2)OC2=C(C=C(C=C2)F)F)C(Cl)N=C(CS(=O)(=O)C)C)C=CC(=C1)F ({[2,4-bis-(2,4-difluoro-phenoxy)-pyrimidin-5-yl]-chloro-methyl}-(2-methanesulfonyl-1-methyl-ethylidene)-amine), C(NN)(=O)OC(=O)OC(C)(C)C (BOC carbazate), N1=C(C=CC=C1C)C (2,6-lutidine), O1CCCC1 (tetrahydrofuran). Run at temperature 25 celsius, time 24 hour. Yields the product C(C)(C)(C)OC(=O)NN=C(N[C@@H](CS(=O)(=O)C)C)C=1C(=NC(=NC1)OC1=C(C=C(C=C1)F)F)OC1=C(C=C(C=C1)F)F (N′-[[2,4-bis-(2,4-difluoro-phenoxy)-pyrimidin-5-yl]-((R)-2-methanesulfonyl-1-methyl-ethylamino)-methylene]-hydrazinecarboxylic acid tert-butyl ester). Reaction SMILES: [F:1][C:2]1[CH:33]=[C:32]([F:34])[CH:31]=[CH:30][C:3]=1[O:4][C:5]1[N:10]=[C:9]([O:11][C:12]2[CH:17]=[CH:16][C:15]([F:18])=[CH:14][C:13]=2[F:19])[C:8]([CH:20]([N:22]=[C:23]([CH3:29])[CH2:24][S:25]([CH3:28])(=[O:27])=[O:26])Cl)=[CH:7][N:6]=1.[C:35]([O:39]C(OC(C)(C)C)=O)(=[O:38])[NH:36][NH2:37].N1[C:52]([CH3:53])=[CH:51]C=CC=1C.O1CCC[CH2:56]1>>[C:52]([O:39][C:35]([NH:36][N:37]=[C:20]([C:8]1[C:9]([O:11][C:12]2[CH:17]=[CH:16][C:15]([F:18])=[CH:14][C:13]=2[F:19])=[N:10][C:5]([O:4][C:3]2[CH:30]=[CH:31][C:32]([F:34])=[CH:33][C:2]=2[F:1])=[N:6][CH:7]=1)[NH:22][C@H:23]([CH3:29])[CH2:24][S:25]([CH3:28])(=[O:27])=[O:26])=[O:38])([CH3:51])([CH3:53])[CH3:56]. Procedure: The solution of {[2,4-bis-(2,4-difluoro-phenoxy)-pyrimidin-5-yl]-chloro-methyl}-(2-methanesulfonyl-1-methyl-ethylidene)-amine was added to a solution of BOC carbazate (766 g) and 2,6-lutidine (930 g) in tetrahydrofuran (2.0 liters) at 5° C. The reaction mixture was stirred at 25° C. for 24 hours. The reaction mixture was quenched with water (3.0 liters) diluted with methylene chloride (2.0 liters) and the reaction pH was adjusted to pH 3 by addition of 4N HCl (2.4 liters). The layers were separa...